This data is from the Open Reaction Database (ORD), a public repository of structured organic reaction records. The task is: describe an organic reaction: reactants, conditions, products, and yield Starting materials: C(C)(C)(C)OC(=O)N1[C@@H](COCC1)C(NC=1N=C2SC(=CN2C1)Br)=O ((S)-3-(2-bromo-imidazo[2,1-b]thiazol-6-ylcarbamoyl)-morpholine-4-carboxylic acid tert-butyl ester), C1(=CC=CC=C1)B(O)O (phenylboronic acid), compound A1. Product: C(C)(C)(C)OC(=O)N1[C@@H](COCC1)C(NC=1N=C2SC(=CN2C1)C1=CC=CC=C1)=O ((S)-3-(2-phenyl-imidazo[2,1-b]thiazol-6-ylcarbamoyl)-morpholine-4-carboxylic acid tert-butyl ester). Reaction SMILES: [C:1]([O:5][C:6]([N:8]1[CH2:13][CH2:12][O:11][CH2:10][C@H:9]1[C:14](=[O:25])[NH:15][C:16]1[N:17]=[C:18]2[N:22]([CH:23]=1)[CH:21]=[C:20](Br)[S:19]2)=[O:7])([CH3:4])([CH3:3])[CH3:2].[C:26]1(B(O)O)[CH:31]=[CH:30][CH:29]=[CH:28][CH:27]=1>>[C:1]([O:5][C:6]([N:8]1[CH2:13][CH2:12][O:11][CH2:10][C@H:9]1[C:14](=[O:25])[NH:15][C:16]1[N:17]=[C:18]2[N:22]([CH:23]=1)[CH:21]=[C:20]([C:26]1[CH:31]=[CH:30][CH:29]=[CH:28][CH:27]=1)[S:19]2)=[O:7])([CH3:4])([CH3:3])[CH3:2]. Procedure details: Compound 15 was synthesized from compound 14 (0.155 mmol) and phenylboronic acid (0.492 mmol), following the procedure as described for compound A1 to give compound 15 as a yellow gum in 38% yield. MS (ESI, EI+) m/z=429 (MH+). Reactants: CC(=O)CO, CCC(N)CO, O=[Pt]=O. Yields the product CCC(CO)NC(C)CO. As a reaction SMILES: [CH3:7][C:8](=[O:9])[CH2:10][OH:11].[NH2:1][CH:2]([CH2:3][OH:4])[CH2:5][CH3:6].[Pt:12](=[O:13])=[O:14]>>[NH:1]([CH:2]([CH2:3][OH:4])[CH2:5][CH3:6])[CH:8]([CH3:7])[CH2:10][OH:11]. The yield is 49.0%. Solvent: C(Cl)Cl (CH2Cl2). Procedure details: To a stirred solution of 3-chloro-N-ethyl-1-(pyridin-3-yl)-1H-pyrazol-4-amine dihydrochloride (0.20 g, 0.68 mmol) in CH2Cl2 (1.4 mL) were added DIPEA (0.35 g, 2.7 mmol) followed by 1-(tert-butoxycarbonyl)pyrrolidine-3-carboxylic acid (0.22 g, 1.0 mmol) and EDCI (0.20 g, 1.0 mmol). The reaction mixture was stirred at room temperature for 16 hours, then concentrated. The residue was purified by silica gel chromatography eluting with 0%-50% acetone/hexanes to afford a colorless oil (0.14 g, 49%). The reactants are Cl.Cl.ClC1=NN(C=C1NCC)C=1C=NC=CC1 (3-chloro-N-ethyl-1-(pyridin-3-yl)-1H-pyrazol-4-amine dihydrochloride), CCN(C(C)C)C(C)C (DIPEA), CCN=C=NCCCN(C)C (EDCI), C(C)(C)(C)OC(=O)N1CC(CC1)C(=O)O (1-(tert-butoxycarbonyl)pyrrolidine-3-carboxylic acid). As a reaction SMILES: Cl.Cl.[Cl:3][C:4]1[C:8]([NH:9][CH2:10][CH3:11])=[CH:7][N:6]([C:12]2[CH:13]=[N:14][CH:15]=[CH:16][CH:17]=2)[N:5]=1.CCN(C(C)C)C(C)C.[C:27]([O:31][C:32]([N:34]1[CH2:38][CH2:37][CH:36]([C:39]([OH:41])=O)[CH2:35]1)=[O:33])([CH3:30])([CH3:29])[CH3:28].CCN=C=NCCCN(C)C>C(Cl)Cl>[Cl:3][C:4]1[C:8]([N:9]([CH2:10][CH3:11])[C:39]([CH:36]2[CH2:37][CH2:38][N:34]([C:32]([O:31][C:27]([CH3:28])([CH3:29])[CH3:30])=[O:33])[CH2:35]2)=[O:41])=[CH:7][N:6]([C:12]2[CH:13]=[N:14][CH:15]=[CH:16][CH:17]=2)[N:5]=1 |f:0.1.2|. The product is ClC1=NN(C=C1N(C(=O)C1CN(CC1)C(=O)OC(C)(C)C)CC)C=1C=NC=CC1 (tert-butyl 3-((3-chloro-1-(pyridin-3-yl)-1H-pyrazol-4-yl)(ethyl)carbamoyl)pyrrolidine-1-carboxylate). Run at time 16 hour.